From a dataset of the Open Reaction Database (ORD), a public repository of structured organic reaction records. describe an organic reaction: reactants, conditions, products, and yield The reactants are ClC1=CC=C(C=C1)CC(=O)N1CCC(CC1)CO (1-[2-(4-chlorophenyl)acetyl]-4-(hydroxymethyl)piperidine), [H-].[Al+3].[Li+].[H-].[H-].[H-] (lithium aluminum hydride). Product: ClC1=CC=C(C=C1)CCN1CCC(CC1)CO (1-[2-(4-Chlorophenyl)ethyl]-4-piperidinemethanol). As a reaction SMILES: [Cl:1][C:2]1[CH:7]=[CH:6][C:5]([CH2:8][C:9]([N:11]2[CH2:16][CH2:15][CH:14]([CH2:17][OH:18])[CH2:13][CH2:12]2)=O)=[CH:4][CH:3]=1.[H-].[Al+3].[Li+].[H-].[H-].[H-]>>[Cl:1][C:2]1[CH:7]=[CH:6][C:5]([CH2:8][CH2:9][N:11]2[CH2:16][CH2:15][CH:14]([CH2:17][OH:18])[CH2:13][CH2:12]2)=[CH:4][CH:3]=1 |f:1.2.3.4.5.6|. Reported procedure: In a manner similar to Preparation 5, react 1-[2-(4-chlorophenyl)acetyl]-4-(hydroxymethyl)piperidine with lithium aluminum hydride to obtain the title compound. Reactants: ClC1=CC=C2C(=C1)NC(C21C(NC(CC1C1=C(C=CC(=C1)Cl)OC(C)(C)C(=O)OCC)=O)C1=C(C=CC(=C1)F)F)=O (racemic (2′R,3S,4′R)-6-chloro-4′-[5-chloro-2-(1-ethoxycarbonyl-1-methyl-ethoxy)-phenyl]-2′-(2,5-difluoro phenyl)spiro[3H-indole-3,3′-piperidine]-2,6′(1H)-dione), [H-].[H-].[H-].[H-].[Li+].[Al+3] (LiAlH4). The solvent is C1CCOC1 (THF). The product is ClC1=CC=C2C(=C1)NC(C21C(NC(CC1C1=C(C=CC(=C1)Cl)OC(CO)(C)C)=O)C1=C(C=CC(=C1)F)F)=O (racemic (2′R,3S,4′R)-6-chloro-4′-[5-chloro-2-(2-hydroxy-1,1-dimethyl-ethoxy)-phenyl]-2′-(2,5-difluorophenyl)spiro[3H-indole-3,3′-piperidine]-2,6′(1H)-dione). Yield: 3.2%. RXN SMILES: [Cl:1][C:2]1[CH:7]=[C:6]2[NH:8][C:9](=[O:41])[C:10]3([CH:15]([C:16]4[CH:21]=[C:20]([Cl:22])[CH:19]=[CH:18][C:17]=4[O:23][C:24]([C:27](OCC)=[O:28])([CH3:26])[CH3:25])[CH2:14][C:13](=[O:32])[NH:12][CH:11]3[C:33]3[CH:38]=[C:37]([F:39])[CH:36]=[CH:35][C:34]=3[F:40])[C:5]2=[CH:4][CH:3]=1.[H-].[H-].[H-].[H-].[Li+].[Al+3]>C1COCC1>[Cl:1][C:2]1[CH:7]=[C:6]2[NH:8][C:9](=[O:41])[C:10]3([CH:15]([C:16]4[CH:21]=[C:20]([Cl:22])[CH:19]=[CH:18][C:17]=4[O:23][C:24]([CH3:25])([CH3:26])[CH2:27][OH:28])[CH2:14][C:13](=[O:32])[NH:12][CH:11]3[C:33]3[CH:38]=[C:37]([F:39])[CH:36]=[CH:35][C:34]=3[F:40])[C:5]2=[CH:4][CH:3]=1 |f:1.2.3.4.5.6|. Procedure details: In a manner similar to the method described in Example 231, racemic (2′R,3S,4′R)-6-chloro-4′-[5-chloro-2-(1-ethoxycarbonyl-1-methyl-ethoxy)-phenyl]-2′-(2,5-difluoro phenyl)spiro[3H-indole-3,3′-piperidine]-2,6′(1H)-dione (200 mg, 0.33 mmol) was reacted with LiAlH4 (63 mg, 1.66 mmol) in THF and the crude product was purified by Prep-HPLC to give title compound as a white solid (6 mg). Starting materials: O=C1Nc2cc(F)ccc2OC(Cc2ccccc2)C1N(Cc1ccccc1)Cc1ccccc1, CO. Product: NC1C(=O)Nc2cc(F)ccc2OC1Cc1ccccc1. RXN SMILES: [CH2:1]([c:2]1[cH:3][cH:4][cH:5][cH:6][cH:7]1)[CH:8]1[O:9][c:10]2[c:11]([cH:31][c:32]([F:35])[cH:33][cH:34]2)[NH:12][C:13](=[O:30])[CH:14]1[N:15]([CH2:16][c:17]1[cH:18][cH:19][cH:20][cH:21][cH:22]1)[CH2:23][c:24]1[cH:25][cH:26][cH:27][cH:28][cH:29]1.[CH3:36][OH:37]>>[CH2:1]([c:2]1[cH:3][cH:4][cH:5][cH:6][cH:7]1)[CH:8]1[O:9][c:10]2[c:11]([cH:31][c:32]([F:35])[cH:33][cH:34]2)[NH:12][C:13](=[O:30])[CH:14]1[NH2:15]. Starting materials: OCC=1C=C(COC=2C=C(C=CC2)\C(=C/CCC(=O)OCC)\CCC)C=CC1CO (ethyl (Z)-5-[3-(3,4-bis-hydroxymethylbenzyloxy)phenyl]oct-4-enoate), solution, C[Mg]Br (methylmagnesium bromide). The product is OCC=1C=C(COC=2C=C(C=CC2)\C(=C/CCC(C)(O)C)\CCC)C=CC1CO ((Z)-6-[3-(3,4-bis-Hydroxymethylbenzyloxy)-phenyl]-2-methylnon-5-en-2-ol). Reaction SMILES: [OH:1][CH2:2][C:3]1[CH:4]=[C:5]([CH:26]=[CH:27][C:28]=1[CH2:29][OH:30])[CH2:6][O:7][C:8]1[CH:9]=[C:10](/[C:14](/[CH2:23][CH2:24][CH3:25])=[CH:15]\[CH2:16][CH2:17]C(OCC)=O)[CH:11]=[CH:12][CH:13]=1.C[Mg]Br>>[OH:1][CH2:2][C:3]1[CH:4]=[C:5]([CH:26]=[CH:27][C:28]=1[CH2:29][OH:30])[CH2:6][O:7][C:8]1[CH:9]=[C:10](/[C:14](/[CH2:23][CH2:24][CH3:25])=[CH:15]\[CH2:16][CH2:17][C:8]([CH3:9])([OH:7])[CH3:13])[CH:11]=[CH:12][CH:13]=1. Procedure: In a manner similar to Example 84(c), by reacting 1 g (1.6 mmol) of ethyl (Z)-5-[3-(3,4-bis-hydroxymethylbenzyloxy)phenyl]oct-4-enoate (prepared in a manner similar to Examples 84(a-b)) with 5.4 ml (16 mmol) of a 3.0M solution of methylmagnesium bromide, a colourless oil is obtained (m=516 mg; Y=81%). The reactants are N1=CC=C(C=C1)CN1CCNCC1 (1-Pyridin-4-ylmethyl-piperazine), [B-](F)(F)(F)F.CCOC(=O)C(=NOC(=[N+](C)C)N(C)C)C#N (TOTU), ClC1=C(C=CC(=C1)Cl)CCOC=1C=C(C(=O)O)C=CC1C (3-[2-(2,4-dichloro-phenyl)-ethoxy]-4-methyl-benzoic acid). Run in CN(C)C=O (DMF). Run at time 16 hour. The product is ClC1=C(C=CC(=C1)Cl)CCOC=1C=C(C=CC1C)C(=O)N1CCN(CC1)CC1=CC=NC=C1 ({3-[2-(2,4-Dichlorophenyl)-ethoxy]-4-methyl-phenyl}-(4-pyridin-4-ylmethyl-piperazin-1-yl)-methanone). As a reaction SMILES: [Cl:1][C:2]1[CH:7]=[C:6]([Cl:8])[CH:5]=[CH:4][C:3]=1[CH2:9][CH2:10][O:11][C:12]1[CH:13]=[C:14]([CH:18]=[CH:19][C:20]=1[CH3:21])[C:15]([OH:17])=O.[N:22]1[CH:27]=[CH:26][C:25]([CH2:28][N:29]2[CH2:34][CH2:33][NH:32][CH2:31][CH2:30]2)=[CH:24][CH:23]=1.[B-](F)(F)(F)F.CCOC(C(C#N)=NOC(N(C)C)=[N+](C)C)=O>CN(C=O)C>[Cl:1][C:2]1[CH:7]=[C:6]([Cl:8])[CH:5]=[CH:4][C:3]=1[CH2:9][CH2:10][O:11][C:12]1[CH:13]=[C:14]([C:15]([N:32]2[CH2:33][CH2:34][N:29]([CH2:28][C:25]3[CH:24]=[CH:23][N:22]=[CH:27][CH:26]=3)[CH2:30][CH2:31]2)=[O:17])[CH:18]=[CH:19][C:20]=1[CH3:21] |f:2.3|. Procedure details: 0.094 g (0.29 mmol) of 3-[2-(2,4-dichloro-phenyl)-ethoxy]-4-methyl-benzoic acid was dissolved in 2 ml of DMF and treated with 0.146 ml (1.16 mmol) of N-NEM and 51 mg (0.29 mmol) of 1-Pyridin-4-ylmethyl-piperazine and 0.098 g (0.3 mmol) of TOTU. The solution was stirred for 16 h at RT. The solvent was removed under reduced pressure, the residue was taken-up in DCM and the solution was washed three times with saturated aqueous sodium bicarbonate. The organic phase was dried with sodium sulphate, f... The product is C=CC=CC.C1(\C=C/C(=O)O1)=O (piperylene maleic anhydride), 59g. Procedure details: of piperylene, 98g. of maleic anhydride, 1.6g. of azobisisobutyronitrile and 500 ml of cyclohexanone were fed in a 1 liter autoclave and a polymerization conducted for 2 hours at 80° C. under a nitrogen atmosphere. The resulting viscous polymerized solution was introduced in 5 liter of toluene to allow the copolymer to be deposited. The precipitates were collected by means of filtration, washed with toluene several times and dried under reduced pressure. As a result, there was obtained a purifie... Reaction SMILES: [CH2:1]=[CH:2][CH:3]=[CH:4][CH3:5].[C:6]1(=[O:12])[O:11][C:9](=[O:10])[CH:8]=[CH:7]1.N(C(C)(C)C#N)=NC(C)(C)C#N.C1(=O)CCCCC1>C1(C)C=CC=CC=1>[CH2:1]=[CH:2][CH:3]=[CH:4][CH3:5].[C:9]1(=[O:10])[O:11][C:6](=[O:12])[CH:7]=[CH:8]1 |f:5.6|. The reactants are N(=NC(C#N)(C)C)C(C#N)(C)C (azobisisobutyronitrile), C1(\C=C/C(=O)O1)=O (maleic anhydride), C=CC=CC (piperylene), 98g, C1(CCCCC1)=O (cyclohexanone). Solvent: C1(=CC=CC=C1)C (toluene). Run at time 2 hour. Starting materials: C1=CC(=C(C=C1[C@H]2[C@H](CC=3C(=CC(=CC3O2)O)O)O)O)O (Epicatechin), C(C1=CC(O)=C(O)C(O)=C1)(=O)O (gallic acid), OO (H2O2). Run in CC(=O)C (acetone). Product: epitheaflavic acid, C1=CC(=C(C(=O)C2=C(C(=C(C=C21)O)O)O)O)C(=O)O (purpurogallin carboxylic acid). As a reaction SMILES: [CH:1]1[C:6]([C@@H:7]2[O:16]C3C=C(O)C=[C:11](O)[C:10]=3[CH2:9][C@@H:8]2[OH:19])=[CH:5][C:4]([OH:20])=[C:3]([OH:21])[CH:2]=1.[C:22]([OH:33])(=[O:32])C1C=C(O)C(O)=C(O)C=1.[OH:34]O>CC(C)=O>[CH:11]1[C:1]2[C:6](=[C:5]([OH:34])[C:4]([OH:20])=[C:3]([OH:21])[CH:2]=2)[C:7](=[O:16])[C:8]([OH:19])=[C:9]([C:22]([OH:33])=[O:32])[CH:10]=1. Reported procedure: Epicatechin (EC) (0.5 g) and gallic acid (1 g) were dissolved in a mixture of acetone-pH 5.0 phosphate citrate buffer (1: 10, v/v, 50 mL), which contained 2 mg horseradish peroxidase. While being stirred, 2.0 mL of 3.13% H2O2 was added four times during 45 minutes. The reaction mixture was extracted by ethyl acetate (50 mL×3). After concentration, the residue was subjected to Sephadex LH 20 column eluted with acetone-water solvent system (45%). 70 mg epitheaflavic acid and 25 mg purpurogallin ca... Starting materials: N1=C(Cl)N=C(Cl)N=C1Cl (cyanuric chloride), [Cl-].[Al+3].[Cl-].[Cl-] (aluminum chloride), C1(O)=CC(O)=CC=C1 (resorcinol), CC=1C=CC=CC1C (o-xylene), Cl (HCl). Solvent: C1=CC(=C(C=C1)Cl)Cl (ODCB), O (water), C1=CC(=C(C=C1)Cl)Cl (ODCB). Conditions: temperature 5 celsius, time 2 hour. Yields the product OC1=C(C=CC(=C1)O)C1=NC(=NC(=N1)C1=CC(=C(C=C1)C)C)C1=CC(=C(C=C1)C)C (2-(2,4-dihydroxyphenyl)-4,6-bis(3,4-dimethylphenyl)-1,3,5-triazine). The yield is 93.8%. RXN SMILES: [N:1]1[C:8](Cl)=[N:7][C:5](Cl)=[N:4][C:2]=1Cl.[Cl-].[Al+3].[Cl-].[Cl-].Cl.[C:15]1([CH:22]=[CH:21][CH:20]=[C:18]([OH:19])[CH:17]=1)[OH:16].[CH3:23][C:24]1[CH:25]=[CH:26][CH:27]=[CH:28][C:29]=1[CH3:30]>C1C=CC(Cl)=C(Cl)C=1.O>[OH:16][C:15]1[CH:17]=[C:18]([OH:19])[CH:20]=[CH:21][C:22]=1[C:2]1[N:4]=[C:5]([C:26]2[CH:27]=[CH:28][C:29]([CH3:30])=[C:24]([CH3:23])[CH:25]=2)[N:7]=[C:8]([C:26]2[CH:27]=[CH:28][C:29]([CH3:30])=[C:24]([CH3:23])[CH:25]=2)[N:1]=1 |f:1.2.3.4|. Procedure details: To a flask equipped with a reflux condenser, a nitrogen inlet, and a mechanical stirrer is added 50 gm of cyanuric chloride, 191 mL of ODCB and 108.4 gm of aluminum chloride. The mixture is cooled in an ice-bath to 5° C. and 6.5 gm of concentrated HCl was added over a period of 20 minutes. The mixture was allowed to warm to room temperature, and stirred for 2 hours. It was cooled back to 5° C. and then 54.7 gm of o-xylene was slowly added over a period of 3 hours, while allowing the temperature ...